Dataset: the Open Reaction Database (ORD), a public repository of structured organic reaction records. Task: describe an organic reaction: reactants, conditions, products, and yield Reactants: Cc1ccc(C(=O)NCC(N)=O)cc1-n1cnc(OCc2ccc(F)cc2F)c(Cl)c1=O, [NH2-], CC(N)C(=O)O, NCC(N)=O. Yields the product Cc1ccc(C(=O)NC(C)C(N)=O)cc1-n1cnc(OCc2ccc(F)cc2F)c(Cl)c1=O. Reaction SMILES: [Cl:1][c:2]1[c:3]([O:23][CH2:24][c:25]2[c:26]([F:32])[cH:27][c:28]([F:31])[cH:29][cH:30]2)[n:4][cH:5][n:6](-[c:9]2[cH:10][c:11]([C:12](=[O:13])[NH:14][CH2:15][C:16](=[O:17])[NH2:18])[cH:19][cH:20][c:21]2[CH3:22])[c:7]1=[O:8].[NH2-:39].[NH2:33][CH:34]([C:35]([OH:36])=[O:37])[CH3:38].[NH2:40][CH2:41][C:42]([NH2:43])=[O:44]>>[Cl:1][c:2]1[c:3]([O:23][CH2:24][c:25]2[c:26]([F:32])[cH:27][c:28]([F:31])[cH:29][cH:30]2)[n:4][cH:5][n:6](-[c:9]2[cH:10][c:11]([C:12](=[O:13])[NH:14][CH:15]([C:16](=[O:17])[NH2:18])[CH3:34])[cH:19][cH:20][c:21]2[CH3:22])[c:7]1=[O:8]. Reactants: C[Si](C)(C)CCOCn1cc(-c2ccccc2F)c2c(Cl)c(-c3cccc(C(O)c4ncco4)c3)cnc21, O=C(O)C(F)(F)F. Yields the product OC(c1cccc(-c2cnc3[nH]cc(-c4ccccc4F)c3c2Cl)c1)c1ncco1. Reaction SMILES: [Cl:1][c:2]1[c:3]2[c:4]([n:5][cH:6][c:7]1-[c:8]1[cH:9][c:10]([CH:14]([OH:15])[c:16]3[o:17][cH:18][cH:19][n:20]3)[cH:11][cH:12][cH:13]1)[n:21]([CH2:31][O:32][CH2:33][CH2:34][Si:35]([CH3:36])([CH3:37])[CH3:38])[cH:22][c:23]2-[c:24]1[c:25]([F:30])[cH:26][cH:27][cH:28][cH:29]1.[F:39][C:40]([F:41])([F:42])[C:43]([OH:44])=[O:45]>>[Cl:1][c:2]1[c:3]2[c:4]([n:5][cH:6][c:7]1-[c:8]1[cH:9][c:10]([CH:14]([OH:15])[c:16]3[o:17][cH:18][cH:19][n:20]3)[cH:11][cH:12][cH:13]1)[nH:21][cH:22][c:23]2-[c:24]1[c:25]([F:30])[cH:26][cH:27][cH:28][cH:29]1. The reactants are CCC(=O)c1cc(Br)ccc1O, C1CCNC1, CO, O=C1CCCOC1. Product: CC1C(=O)c2cc(Br)ccc2OC12CCCOC2. As a reaction SMILES: [Br:1][c:2]1[cH:3][cH:4][c:5]([OH:12])[c:6]([C:8]([CH2:9][CH3:10])=[O:11])[cH:7]1.[CH2:20]1[CH2:21][NH:22][CH2:23][CH2:24]1.[CH3:25][OH:26].[O:13]1[CH2:14][C:15](=[O:19])[CH2:16][CH2:17][CH2:18]1>>[Br:1][c:2]1[cH:3][cH:4][c:5]2[c:6]([cH:7]1)[C:8](=[O:11])[CH:9]([CH3:10])[C:15]1([CH2:14][O:13][CH2:18][CH2:17][CH2:16]1)[O:19]2. Reactants: CI, CN1CCCC1=O, CS(=O)(=O)c1ccc(Oc2c(Cl)cc(N3NCC(=O)NC3=O)cc2Cl)cc1, O. Yields the product CN1CC(=O)NC(=O)N1c1cc(Cl)c(Oc2ccc(S(C)(=O)=O)cc2)c(Cl)c1. As a reaction SMILES: [CH3:28][I:29].[CH3:31][N:32]1[CH2:33][CH2:34][CH2:35][C:36]1=[O:37].[Cl:1][c:2]1[cH:3][c:4]([N:20]2[NH:21][CH2:22][C:23](=[O:27])[NH:24][C:25]2=[O:26])[cH:5][c:6]([Cl:19])[c:7]1[O:8][c:9]1[cH:10][cH:11][c:12]([S:15](=[O:16])(=[O:17])[CH3:18])[cH:13][cH:14]1.[OH2:30]>>[Cl:1][c:2]1[cH:3][c:4]([N:20]2[N:21]([CH3:28])[CH2:22][C:23](=[O:27])[NH:24][C:25]2=[O:26])[cH:5][c:6]([Cl:19])[c:7]1[O:8][c:9]1[cH:10][cH:11][c:12]([S:15](=[O:16])(=[O:17])[CH3:18])[cH:13][cH:14]1. Reactants: O=C(Oc1ccc([N+](=O)[O-])cc1)C(F)(F)F, Cc1ccc2c(O)c(C(=O)O)cnc2n1, c1ccncc1. Yields the product Cc1ccc2c(O)c(C(=O)Oc3ccc([N+](=O)[O-])cc3)cnc2n1. Reaction SMILES: [F:16][C:17]([F:18])([F:19])[C:20]([O:30][c:21]1[cH:22][cH:23][c:24]([N+:27](=[O:28])[O-:29])[cH:25][cH:26]1)=[O:31].[OH:1][c:2]1[c:3]([C:13](=[O:14])[OH:15])[cH:4][n:5][c:6]2[n:7][c:8]([CH3:12])[cH:9][cH:10][c:11]12.[cH:32]1[cH:33][cH:34][n:35][cH:36][cH:37]1>>[OH:1][c:2]1[c:3]([C:13]([O:14][c:21]2[cH:22][cH:23][c:24]([N+:27](=[O:28])[O-:29])[cH:25][cH:26]2)=[O:15])[cH:4][n:5][c:6]2[n:7][c:8]([CH3:12])[cH:9][cH:10][c:11]12. Starting materials: B(F)(F)F.CCOCC (Boron trifluoride etherate), C(C1=CC=CC=C1)OC([C@H](NC(=O)OCC1=CC=C(C=C1)OC)CO)=O (N-p-methoxybenzyloxycarbonyl-D-serine benzyl ester), [N+](=[N-])=C (diazomethane). The solvent is C(=O)=O.CC(=O)C (dry ice acetone), ClCCl (dichloromethane). The product is C(C1=CC=CC=C1)OC([C@H](NC(=O)OCC1=CC=C(C=C1)OC)COC)=O (N-p-Methoxybenzyloxycarbonyl-O-methyl-D-serine benzyl ester). Isolated yield 70.0%. As a reaction SMILES: [CH2:1]([O:8][C:9](=[O:26])[C@@H:10]([CH2:24][OH:25])[NH:11][C:12]([O:14][CH2:15][C:16]1[CH:21]=[CH:20][C:19]([O:22][CH3:23])=[CH:18][CH:17]=1)=[O:13])[C:2]1[CH:7]=[CH:6][CH:5]=[CH:4][CH:3]=1.B(F)(F)F.[CH3:31]COCC.[N+](=C)=[N-]>ClCCl.C(=O)=O.CC(C)=O>[CH2:1]([O:8][C:9](=[O:26])[C@@H:10]([CH2:24][O:25][CH3:31])[NH:11][C:12]([O:14][CH2:15][C:16]1[CH:21]=[CH:20][C:19]([O:22][CH3:23])=[CH:18][CH:17]=1)=[O:13])[C:2]1[CH:7]=[CH:6][CH:5]=[CH:4][CH:3]=1 |f:1.2,5.6|. Procedure details: The N-p-methoxybenzyloxycarbonyl-D-serine benzyl ester (720 mg, 2.00 mmol) is dissolved in dry dichloromethane (20 ml) and the solution cooled in dry ice/acetone. Boron trifluoride etherate (100 μl) is added followed by the portionwise addition of diazomethane (30 mmol in 20 ml CH2Cl2) After about 30 minutes the solution is filtered and washed once with water (10 ml), then dried (MgSO4) and evaporated to dryness. The resulting residue is chromatographed on silica gel using chloroform as eluant t...